From a dataset of the Open Reaction Database (ORD), a public repository of structured organic reaction records. describe an organic reaction: reactants, conditions, products, and yield Reaction conditions: time 8 hour. Starting materials: FC1=CC=C(C=C1)C1OC(C2=CC(=CC=C12)C(=O)O)=O (1-(4-fluoro-phenyl)-3-oxo-1,3-dihydro-isobenzofuran-5-carboxylic acid), N (ammonia). Product: FC1=CC=C(C=C1)C1OC(C2=CC(=CC=C12)C(=O)N)=O (1-(4-Fluoro-phenyl)-3-oxo-1,3-dihydro-isobenzofuran-5-carboxylic Acid Amide). Solvent: S(=O)(Cl)Cl (thionyl chloride), C1(=CC=CC=C1)C (toluene). As a reaction SMILES: [F:1][C:2]1[CH:7]=[CH:6][C:5]([CH:8]2[C:16]3[C:11](=[CH:12][C:13]([C:17](O)=[O:18])=[CH:14][CH:15]=3)[C:10](=[O:20])[O:9]2)=[CH:4][CH:3]=1.[NH3:21]>S(Cl)(Cl)=O.C1(C)C=CC=CC=1>[F:1][C:2]1[CH:7]=[CH:6][C:5]([CH:8]2[C:16]3[C:11](=[CH:12][C:13]([C:17]([NH2:21])=[O:18])=[CH:14][CH:15]=3)[C:10](=[O:20])[O:9]2)=[CH:4][CH:3]=1. Procedure details: A stirred suspension of 1-(4-fluoro-phenyl)-3-oxo-1,3-dihydro-isobenzofuran-5-carboxylic acid (1 g, 3.7 mmol) in thionyl chloride (25 mL) was heated at reflux for 25 min, during which time the solid dissolved. The thionyl chloride was then evaporated, and the residue was dissolved in toluene, and again evaporated. The residue was dissolved in toluene (15 mL) and was treated with a solution of ammonia in ether and a heavy precipitate formed. The mixture was stirred overnight, diluted with toluene... The yield is 80.0%. The reactants are COC(=O)C1N(CCN(C1)C(=O)OC(C)(C)C)C(=O)OCC1=CC=CC=C1 (piperazine-1,2,4-tricarboxylic acid 1-benzyl ester 4-tert-butyl ester 2-methyl ester), solution, C[Si](C)(C)[N-][Si](C)(C)C.[K+] (potassium bis(trimethylsilyl)amide), C1(=CC=CC=C1)C (toluene), FC1=CC=C(CBr)C=C1 (4-fluorobenzyl bromide). Reaction conditions: temperature -78 celsius, time 1 hour. Isolated yield 63.0%. Solvent: CN(C=O)C (N,N-dimethylformamide), O1CCCC1 (tetrahydrofuran). As a reaction SMILES: [CH3:1][O:2][C:3]([CH:5]1[CH2:10][N:9]([C:11]([O:13][C:14]([CH3:17])([CH3:16])[CH3:15])=[O:12])[CH2:8][CH2:7][N:6]1[C:18]([O:20][CH2:21][C:22]1[CH:27]=[CH:26][CH:25]=[CH:24][CH:23]=1)=[O:19])=[O:4].C[Si]([N-][Si](C)(C)C)(C)C.[K+].C1(C)C=CC=CC=1.[F:45][C:46]1[CH:53]=[CH:52][C:49]([CH2:50]Br)=[CH:48][CH:47]=1>O1CCCC1.CN(C)C=O>[CH3:1][O:2][C:3]([C:5]1([CH2:50][C:49]2[CH:52]=[CH:53][C:46]([F:45])=[CH:47][CH:48]=2)[CH2:10][N:9]([C:11]([O:13][C:14]([CH3:17])([CH3:15])[CH3:16])=[O:12])[CH2:8][CH2:7][N:6]1[C:18]([O:20][CH2:21][C:22]1[CH:27]=[CH:26][CH:25]=[CH:24][CH:23]=1)=[O:19])=[O:4] |f:1.2|. Reported procedure: To a stirred solution of piperazine-1,2,4-tricarboxylic acid 1-benzyl ester 4-tert-butyl ester 2-methyl ester (10.5 g, 27.8 mmol), prepared as described by Bigge et al. (Tetrahedron Let. 1989, 30, 5193), in tetrahydrofuran (200 mL) under a nitrogen atmosphere was added N,N-dimethylformamide (30 mL). The reaction was cooled to about −78° C., and a 0.5 M solution of potassium bis(trimethylsilyl)amide in toluene (83 mL, 42 mmol) was added. The reaction was stirred at about −78° C. for about 1 hour,... Yields the product COC(=O)C1(N(CCN(C1)C(=O)OC(C)(C)C)C(=O)OCC1=CC=CC=C1)CC1=CC=C(C=C1)F (2-(4-Fluoro-benzyl)-piperazine-1,2,4-tricarboxylic acid 1-benzyl ester 4-tert-butyl ester 2-methyl ester), 1-A. Starting materials: CC(=O)O, CC(=O)OC(C)=O, Nc1ccc(O)cc1F, O. Yields the product CC(=O)Nc1ccc(O)cc1F. RXN SMILES: [CH3:18][C:19](=[O:20])[OH:21].[CH3:1][C:2]([O:3][C:5]([CH3:6])=[O:7])=[O:4].[NH2:8][c:9]1[c:10]([F:16])[cH:11][c:12]([OH:15])[cH:13][cH:14]1.[OH2:17]>>[C:5]([CH3:6])(=[O:7])[NH:8][c:9]1[c:10]([F:16])[cH:11][c:12]([OH:15])[cH:13][cH:14]1. Starting materials: C(C)(=O)SCCCOC1=CC=C(C=C1)Cl (1-Acetylsulfanyl-3-(4-chlorophenoxy)propane), C[Si]([N-][Si](C)(C)C)(C)C.[Na+] (sodium hexamethyldisilazide), C1(OCC12CCOCC2)=O (2,7-Dioxaspiro[3.5]nonan-1-one). The solvent is CO (methanol), CO (methanol). Reaction conditions: time 2 hour. Product: ClC1=CC=C(OCCCSCC2(CCOCC2)C(=O)O)C=C1 (4-((3-(4-Chlorophenoxy)propylsulfanyl)methyl) -tetrahydropyran-4-carboxylic Acid). Yield: 10.8%. As a reaction SMILES: C([S:4][CH2:5][CH2:6][CH2:7][O:8][C:9]1[CH:14]=[CH:13][C:12]([Cl:15])=[CH:11][CH:10]=1)(=O)C.C[Si](C)(C)[N-][Si](C)(C)C.[Na+].[C:26]1(=[O:35])[C:29]2([CH2:34][CH2:33][O:32][CH2:31][CH2:30]2)[CH2:28][O:27]1>CO>[Cl:15][C:12]1[CH:13]=[CH:14][C:9]([O:8][CH2:7][CH2:6][CH2:5][S:4][CH2:28][C:29]2([C:26]([OH:27])=[O:35])[CH2:34][CH2:33][O:32][CH2:31][CH2:30]2)=[CH:10][CH:11]=1 |f:1.2|. Procedure: A solution of Intermediate 3 (0.80 g) in methanol was treated with a solution of sodium hexamethyldisilazide (1 M in THF, 3.3 ml) at 0° C. and the resulting mixture was stirred for 2 h, then a solution of Intermediate 1 (460 mg) in methanol was added. The mixture was stirred for 18 h, then evaporated and the residue dissolved in water and washed with diethyl ether. The aqueous phase was acidified with citric acid and extracted with dichloromethane; the organic layer was then washed with brine, d...